From a dataset of the Open Reaction Database (ORD), a public repository of structured organic reaction records. describe an organic reaction: reactants, conditions, products, and yield The product is C(C)(C)(C)OC(=O)CNC1=C(C(=O)C2=CC=CC=C2)C=CC=C1 (2-[N-(tert-butoxycarbonylmethyl)amino]benzophenone). As a reaction SMILES: [NH2:1][C:2]1[CH:15]=[CH:14][CH:13]=[CH:12][C:3]=1[C:4]([C:6]1[CH:11]=[CH:10][CH:9]=[CH:8][CH:7]=1)=[O:5].[I-].[K+].C(=O)([O-])[O-].[K+].[K+].Br[CH2:25][C:26]([O:28][C:29]([CH3:32])([CH3:31])[CH3:30])=[O:27].CN.Cl.C(=O)([O-])O.[Na+]>C(OCC)(=O)C.CN(C)C=O>[C:29]([O:28][C:26]([CH2:25][NH:1][C:2]1[CH:15]=[CH:14][CH:13]=[CH:12][C:3]=1[C:4]([C:6]1[CH:11]=[CH:10][CH:9]=[CH:8][CH:7]=1)=[O:5])=[O:27])([CH3:32])([CH3:31])[CH3:30] |f:1.2,3.4.5,9.10|. Yield: 87.2%. Solvent: C(C)(=O)OCC (ethyl acetate), CN(C=O)C (N,N-dimethylformamide), C(C)(=O)OCC (ethyl acetate). The reactants are BrCC(=O)OC(C)(C)C (t-butyl bromoacetate), CN (methylamine), C(O)([O-])=O.[Na+] (sodium hydrogencarbonate), NC1=C(C(=O)C2=CC=CC=C2)C=CC=C1 (2-aminobenzophenone), [I-].[K+] (potassium iodide), C([O-])([O-])=O.[K+].[K+] (potassium carbonate), BrCC(=O)OC(C)(C)C (t-butyl bromoacetate), Cl (hydrochloric acid). Reported procedure: A mixture of 2-aminobenzophenone (20.00 g, 0.101 mol), potassium iodide (8.42 g, 0.0507 mol), potassium carbonate (21.02 g, 0.152 mol), N,N-dimethylformamide (30 ml) and t-butyl bromoacetate (29.67 g, 0.152 mol) was stirred at room temperature, and allowed to react at 80° C. for 5.5 hr. The mixture was cooled to give slurry, to which 40% aqueous methylamine solution (11.81 g, 0.152mol) was added to decompose excess t-butyl bromoacetate. To the mixture were added ethyl acetate (60 ml) and 6.4% hy...